This data is from the Open Reaction Database (ORD), a public repository of structured organic reaction records. The task is: describe an organic reaction: reactants, conditions, products, and yield Reactants: CC(=O)SCCC(=O)N1C(C(=O)NC(CO)C(=O)O)CSC1c1ccccc1O, Cl, N, O. Yields the product O=C(O)C(CO)NC(=O)C1CSC(c2ccccc2O)N1C(=O)CCS. Reaction SMILES: [C:2](=[O:3])([CH3:4])[S:5][CH2:6][CH2:7][C:8](=[O:9])[N:10]1[CH:11]([c:24]2[c:25]([OH:30])[cH:26][cH:27][cH:28][cH:29]2)[S:12][CH2:13][CH:14]1[C:15](=[O:16])[NH:17][CH:18]([CH2:19][OH:20])[C:21](=[O:22])[OH:23].[ClH:1].[NH3:32].[OH2:31]>>[SH:5][CH2:6][CH2:7][C:8](=[O:9])[N:10]1[CH:11]([c:24]2[c:25]([OH:30])[cH:26][cH:27][cH:28][cH:29]2)[S:12][CH2:13][CH:14]1[C:15](=[O:16])[NH:17][CH:18]([CH2:19][OH:20])[C:21](=[O:22])[OH:23]. Starting materials: COC(=O)C1=CC2=C(NC(N2)=S)C=C1 (2-Thioxo-2,3-dihydro-1H-benzoimidazole-5-carboxylic acid methyl ester), BrCCCBr (1,3-dibromopropane), [OH-].[Na+] (sodium hydroxide), Cl (HCl). The solvent is C(C)O (ethanol), CN(C)C=O (DMF), C(C)O (Ethanol). Run at time 5 minute. Product: S1CCCN2C3=CC(=CC=C3N=C12)CO ((3,4-Dihydro-2H-1-thia-4a,9-diaza-fluoren-6-yl)-methanol). Isolated yield 69.8%. Reaction SMILES: CO[C:3]([C:5]1[CH:14]=[CH:13][C:8]2[NH:9][C:10](=[S:12])[NH:11][C:7]=2[CH:6]=1)=[O:4].Br[CH2:16][CH2:17][CH2:18]Br.Cl.[OH-].[Na+]>C(O)C.CN(C=O)C>[S:12]1[C:10]2[N:11]([C:7]3[C:8]([N:9]=2)=[CH:13][CH:14]=[C:5]([CH2:3][OH:4])[CH:6]=3)[CH2:18][CH2:17][CH2:16]1 |f:3.4|. Reported procedure: To a round bottomed flask was added 4.06 grams of 2-Thioxo-2,3-dihydro-1H-benzoimidazole-5-carboxylic acid methyl ester, 4.04 grams of 1,3-dibromopropane and 50 ml DMF and 50 ml ethanol. The mixture was refluxed for 10 hours. Then it was concentrated to dry on a rotary evaporator. The solid was next dissolved in 100 ml THF and 20 ml of 1M LiAlH4 (in THF) was next injected within five minutes. The reaction media was stirred at room temperature for one hour. Ethanol was next added (˜10 ml), follow...